The task is: describe an organic reaction: reactants, conditions, products, and yield. This data is from the Open Reaction Database (ORD), a public repository of structured organic reaction records. Reactants: [BH4-], Cn1c(=O)oc2cc(C(=O)CCN3CCOCC3)ccc21, CO, [Na+]. The product is Cn1c(=O)oc2cc(C(O)CCN3CCOCC3)ccc21. Reaction SMILES: [BH4-:22].[CH3:1][n:2]1[c:3](=[O:21])[o:4][c:5]2[c:6]1[cH:7][cH:8][c:9]([C:11]([CH2:12][CH2:13][N:14]1[CH2:15][CH2:16][O:17][CH2:18][CH2:19]1)=[O:20])[cH:10]2.[CH3:24][OH:25].[Na+:23]>>[CH3:1][n:2]1[c:3](=[O:21])[o:4][c:5]2[c:6]1[cH:7][cH:8][c:9]([CH:11]([CH2:12][CH2:13][N:14]1[CH2:15][CH2:16][O:17][CH2:18][CH2:19]1)[OH:20])[cH:10]2.